Dataset: the Open Reaction Database (ORD), a public repository of structured organic reaction records. Task: describe an organic reaction: reactants, conditions, products, and yield Reaction SMILES: [Al+3:14].[ClH:1].[H-:13].[H-:16].[H-:17].[H-:18].[Li+:15].[N:2]12[CH2:3][CH2:4][C:5]([C:10](=[O:11])[OH:12])([CH2:6][CH2:7]1)[CH2:8][CH2:9]2.[O:19]1[CH2:20][CH2:21][CH2:22][CH2:23]1>>[N:2]12[CH2:3][CH2:4][C:5]([CH2:10][OH:11])([CH2:6][CH2:7]1)[CH2:8][CH2:9]2. Starting materials: [Al+3], Cl, [H-], [H-], [H-], [H-], [Li+], O=C(O)C12CCN(CC1)CC2, C1CCOC1. Yields the product OCC12CCN(CC1)CC2. Reactants: FC1=C(C=CC(=C1)I)NC1=C(C(=O)O)C=CN=C1 (3-[(2-fluoro-4-iodophenyl)amino]isonicotinic acid), FC1=C(C=CC(=C1)I)NC1=C(C(=O)O)C=CN=C1 (3-[(2-fluoro-4-iodophenyl)amino]isonicotinic acid), COC1=C(C=CC=C1)CCN (2-(2-methoxy-phenyl)-ethylamine). Product: FC1=C(C=CC(=C1)I)NC1=C(C(=O)NCCC2=C(C=CC=C2)OC)C=CN=C1 (3-[(2-fluoro-4-iodophenyl)amino]-N-[2-(2-methoxyphenyl)ethyl]isonicotinamide). As a reaction SMILES: [F:1][C:2]1[CH:7]=[C:6]([I:8])[CH:5]=[CH:4][C:3]=1[NH:9][C:10]1[CH:18]=[N:17][CH:16]=[CH:15][C:11]=1[C:12]([OH:14])=O.[CH3:19][O:20][C:21]1[CH:26]=[CH:25][CH:24]=[CH:23][C:22]=1[CH2:27][CH2:28][NH2:29]>>[F:1][C:2]1[CH:7]=[C:6]([I:8])[CH:5]=[CH:4][C:3]=1[NH:9][C:10]1[CH:18]=[N:17][CH:16]=[CH:15][C:11]=1[C:12]([NH:29][CH2:28][CH2:27][C:22]1[CH:23]=[CH:24][CH:25]=[CH:26][C:21]=1[O:20][CH3:19])=[O:14]. Procedure details: 3-[(2-fluoro-4-iodophenyl)amino]-N-[2-(2-methoxyphenyl)ethyl]isonicotinamide was synthesized according to the procedure for General Method 1, outlined above, starting with 0.54 mmol of 3-[(2-fluoro-4-iodophenyl)amino]isonicotinic acid (intermediate 1) and 0.81 mmol of 2-(2-methoxy-phenyl)-ethylamine. LC/MS [10.19 min; 492 (M+1)] Reactants: C1CCC2=NCCCN2CC1, Cc1ccccc1, [Na+], O=C([O-])O, OC1CCOc2ncccc21, [N-]=[N+]=NP(=O)(c1ccccc1)c1ccccc1. The product is [N-]=[N+]=NC1CCOc2ncccc21. As a reaction SMILES: [CH2:29]1[CH2:30][CH2:31][C:32]2=[N:37][CH2:36][CH2:35][CH2:34][N:33]2[CH2:38][CH2:39]1.[CH3:40][c:41]1[cH:42][cH:43][cH:44][cH:45][cH:46]1.[Na+:51].[O-:47][C:48]([OH:49])=[O:50].[O:18]1[CH2:19][CH2:20][CH:21]([OH:28])[c:22]2[c:23]1[n:24][cH:25][cH:26][cH:27]2.[c:1]1([P:2]([c:3]2[cH:4][cH:5][cH:6][cH:7][cH:8]2)(=[O:9])[N:15]=[N+:16]=[N-:17])[cH:10][cH:11][cH:12][cH:13][cH:14]1>>[N:15](=[N+:16]=[N-:17])[CH:21]1[CH2:20][CH2:19][O:18][c:23]2[c:22]1[cH:27][cH:26][cH:25][n:24]2. The reactants are CC(C)(C)OC(=O)Nc1ccccc1NC(=O)C=Cc1ccn(S(=O)(=O)c2ccc(Br)cc2)c1, Cn1cc(B2OC(C)(C)C(C)(C)O2)cn1, COCCOC. The product is Cn1cc(-c2ccc(S(=O)(=O)n3ccc(C=CC(=O)Nc4ccccc4NC(=O)OC(C)(C)C)c3)cc2)cn1. Reaction SMILES: [C:1]([CH3:2])([CH3:3])([CH3:4])[O:5][C:6]([NH:7][c:8]1[c:9]([NH:14][C:15]([CH:16]=[CH:17][c:18]2[cH:19][n:20]([S:23](=[O:24])(=[O:25])[c:26]3[cH:27][cH:28][c:29]([Br:32])[cH:30][cH:31]3)[cH:21][cH:22]2)=[O:33])[cH:10][cH:11][cH:12][cH:13]1)=[O:34].[CH3:35][n:36]1[n:37][cH:38][c:39]([B:41]2[O:42][C:43]([CH3:44])([CH3:45])[C:46]([CH3:47])([CH3:48])[O:49]2)[cH:40]1.[CH3:50][O:51][CH2:52][CH2:53][O:54][CH3:55]>>[C:1]([CH3:2])([CH3:3])([CH3:4])[O:5][C:6]([NH:7][c:8]1[c:9]([NH:14][C:15]([CH:16]=[CH:17][c:18]2[cH:19][n:20]([S:23](=[O:24])(=[O:25])[c:26]3[cH:27][cH:28][c:29](-[c:39]4[cH:38][n:37][n:36]([CH3:35])[cH:40]4)[cH:30][cH:31]3)[cH:21][cH:22]2)=[O:33])[cH:10][cH:11][cH:12][cH:13]1)=[O:34]. The reactants are ClC1=CC=C(C=C1)C1(N=C(N(C1(C)C1=CC=C(C=C1)Cl)C(=O)Cl)C1=C(C=C(C=C1)SCC)OCC)C (rac-(4S*,5R*)-4,5-bis-(4-chloro-phenyl)-2-(2-ethoxy-4-ethylsulfanyl-phenyl)-4,5-dimethyl-4,5-dihydro-imidazole-1-carbonyl chloride), Cl.Cl.CS(=O)(=O)CCCN1CCNCC1 (1-(3-methanesulfonyl-propyl)-piperazine dihydrochloride). Product: ClC1=CC=C(C=C1)[C@@]1(N=C(N([C@]1(C)C1=CC=C(C=C1)Cl)C(=O)N1CCN(CC1)CCCS(=O)(=O)C)C1=C(C=C(C=C1)SCC)OCC)C ([(4S,5R)-4,5-Bis-(4-chloro-phenyl)-2-(2-ethoxy-4-ethylsulfanyl-phenyl)-4,5-dimethyl-4,5-dihydro-imidazol-1-yl]-[4-(3-methanesulfonyl-propyl)-piperazin-1-yl]-methanone). RXN SMILES: [Cl:1][C:2]1[CH:7]=[CH:6][C:5]([C:8]2([CH3:36])[C:12]([C:14]3[CH:19]=[CH:18][C:17]([Cl:20])=[CH:16][CH:15]=3)([CH3:13])[N:11]([C:21](Cl)=[O:22])[C:10]([C:24]3[CH:29]=[CH:28][C:27]([S:30][CH2:31][CH3:32])=[CH:26][C:25]=3[O:33][CH2:34][CH3:35])=[N:9]2)=[CH:4][CH:3]=1.Cl.Cl.[CH3:39][S:40]([CH2:43][CH2:44][CH2:45][N:46]1[CH2:51][CH2:50][NH:49][CH2:48][CH2:47]1)(=[O:42])=[O:41]>>[Cl:1][C:2]1[CH:7]=[CH:6][C:5]([C@@:8]2([CH3:36])[C@:12]([C:14]3[CH:15]=[CH:16][C:17]([Cl:20])=[CH:18][CH:19]=3)([CH3:13])[N:11]([C:21]([N:49]3[CH2:50][CH2:51][N:46]([CH2:45][CH2:44][CH2:43][S:40]([CH3:39])(=[O:41])=[O:42])[CH2:47][CH2:48]3)=[O:22])[C:10]([C:24]3[CH:29]=[CH:28][C:27]([S:30][CH2:31][CH3:32])=[CH:26][C:25]=3[O:33][CH2:34][CH3:35])=[N:9]2)=[CH:4][CH:3]=1 |f:1.2.3|. Reported procedure: In a manner analogous to the method described in example 5, rac-(4S*,5R*)-4,5-bis-(4-chloro-phenyl)-2-(2-ethoxy-4-ethylsulfanyl-phenyl)-4,5-dimethyl-4,5-dihydro-imidazole-1-carbonyl chloride was reacted with 1-(3-methanesulfonyl-propyl)-piperazine dihydrochloride (prepared as described in Fotouhi, N. et al. WO 2005110996) to give the title compound as a racemic mixture. The enantiomers were separated by supercritical fluid chromatography (Berger Instrument Multi-Gram II, Daicel ChiralPak OD-H 3×...